This data is from the Open Reaction Database (ORD), a public repository of structured organic reaction records. The task is: describe an organic reaction: reactants, conditions, products, and yield Starting materials: FC(C(=O)NS(=O)(=O)C1=CC(=CC=C1)[N+](=O)[O-])(F)F (1-(trifluoromethylcarbonylaminosulphonyl)-3-nitrobenzene). Reagents/catalysts: [Pd] (palladium on carbon). Solvent: C(C)O (ethanol), O (water). Product: FC(C(=O)NS(=O)(=O)C1=CC(=CC=C1)N)(F)F (1-(Trifiuoromethylcarbonylaminosulphonyl)-3-amino benzene). Isolated yield 69.7%. As a reaction SMILES: [F:1][C:2]([F:19])([F:18])[C:3]([NH:5][S:6]([C:9]1[CH:14]=[CH:13][CH:12]=[C:11]([N+:15]([O-])=O)[CH:10]=1)(=[O:8])=[O:7])=[O:4]>[Pd].O.C(O)C>[F:19][C:2]([F:1])([F:18])[C:3]([NH:5][S:6]([C:9]1[CH:14]=[CH:13][CH:12]=[C:11]([NH2:15])[CH:10]=1)(=[O:7])=[O:8])=[O:4]. Reported procedure: In the same way as that described in Example 11, Step 2, using 1-(trifluoromethylcarbonylaminosulphonyl)-3-nitrobenzene (2.7 g, 9.1 mmol), 10% palladium on carbon (0.25 g, 9% (w/w)) in water (3 ml) and ethanol (70 ml), the title compound (1.7 g, 70%) was afforded as a colourless solid. mp 106°-108° C. 1H NMR (360 MHz, D6 -DMSO) δ 6.59 (1H, m), 6.88 (1H, m), 7.02 (2H, m). The product is CC(=NNC(=S)Nc1ccc2c(c1)OCC(=O)N2)c1nn(C)c(-c2ccc(C(F)(F)F)cc2)c1O. Starting materials: S=C(c1ncc[nH]1)c1ncc[nH]1, CN(C)C=O, CC(=NN)c1nn(C)c(-c2ccc(C(F)(F)F)cc2)c1O, Nc1ccc2c(c1)OCC(=O)N2, O. RXN SMILES: [C:18](=[S:19])([c:20]1[nH:21][cH:22][cH:23][n:24]1)[c:25]1[nH:26][cH:27][cH:28][n:29]1.[CH3:13][N:14]([CH3:15])[CH:16]=[O:17].[N:30]([NH2:31])=[C:32]([CH3:33])[c:34]1[n:35][n:36]([CH3:50])[c:37](-[c:40]2[cH:41][cH:42][c:43]([C:46]([F:47])([F:48])[F:49])[cH:44][cH:45]2)[c:38]1[OH:39].[NH2:1][c:2]1[cH:3][c:4]2[c:5]([cH:11][cH:12]1)[NH:6][C:7](=[O:10])[CH2:8][O:9]2.[OH2:51]>>[NH:1]([c:2]1[cH:3][c:4]2[c:5]([cH:11][cH:12]1)[NH:6][C:7](=[O:10])[CH2:8][O:9]2)[C:18](=[S:19])[NH:31][N:30]=[C:32]([CH3:33])[c:34]1[n:35][n:36]([CH3:50])[c:37](-[c:40]2[cH:41][cH:42][c:43]([C:46]([F:47])([F:48])[F:49])[cH:44][cH:45]2)[c:38]1[OH:39]. Starting materials: N(=O)[N+](=O)[O-] (Dinitrogen trioxide), C(CC(C)C)N(C(NCCCl)=O)C([C@@H]1[C@H]([C@@H]([C@H]([C@@](O)(O1)CCCC)O)O)O)O (3-isopentyl-3-(n-butyl α-D-glucopyranose-6-yl)-1-(2-chloroethyl)urea). Run in O1CCCC1 (tetrahydrofuran), C(C)(=O)O (acetic acid). Product: C(CC(C)C)N(C(N(N=O)CCCl)=O)C([C@@H]1[C@H]([C@@H]([C@H]([C@@](O)(O1)CCCC)O)O)O)O (3-isopentyl-3-(n-butyl α-D-glucopyranose-6-yl)-1-(2-chloroethyl)-1-nitrosourea). The yield is 60.4%. Reaction SMILES: [N:1]([N+]([O-])=O)=[O:2].[CH2:6]([N:11]([CH:18]([OH:33])[C@H:19]1[O:25][C@:23]([CH2:26][CH2:27][CH2:28][CH3:29])([OH:24])[C@H:22]([OH:30])[C@@H:21]([OH:31])[C@@H:20]1[OH:32])[C:12](=[O:17])[NH:13][CH2:14][CH2:15][Cl:16])[CH2:7][CH:8]([CH3:10])[CH3:9]>O1CCCC1.C(O)(=O)C>[CH2:6]([N:11]([CH:18]([OH:33])[C@H:19]1[O:25][C@:23]([CH2:26][CH2:27][CH2:28][CH3:29])([OH:24])[C@H:22]([OH:30])[C@@H:21]([OH:31])[C@@H:20]1[OH:32])[C:12](=[O:17])[N:13]([CH2:14][CH2:15][Cl:16])[N:1]=[O:2])[CH2:7][CH:8]([CH3:10])[CH3:9]. Procedure: Dinitrogen trioxide gas (0.6 g) was introduced into a solution of 3-isopentyl-3-(n-butyl α-D-glucopyranose-6-yl)-1-(2-chloroethyl)urea (2.15 g, 5.23 mmol), synthesized in the above-mentioned way, in a mixture of tetrahydrofuran (50 ml) and acetic acid (8 ml) with well stirring at 0° to 5° C. After continuation of stirring for 2 hours, the resulting solution was vacuum-concentrated at 25° C. and purified by column chromatography (packing: Kiesel gel 60; eluent: chloroform/methanol 10:1), giving 1... The reactants are CSC1=CC=C(C=C1)CCCO (4-(methylthio)benzenepropanol), BrCCCCCCBr (1,6-dibromohexane), [OH-].[Na+] (sodium hydroxide). Solvent: O (water). Conditions: time 20 hour. Product: BrCCCCCCOCCCC1=CC=C(C=C1)SC (1-[3-[(6-Bromohexyl)oxy]propyl]-4-(methylthio)benzene). Yield: 73.9%. Reaction SMILES: [CH3:1][S:2][C:3]1[CH:8]=[CH:7][C:6]([CH2:9][CH2:10][CH2:11][OH:12])=[CH:5][CH:4]=1.[Br:13][CH2:14][CH2:15][CH2:16][CH2:17][CH2:18][CH2:19]Br.[OH-].[Na+]>O>[Br:13][CH2:14][CH2:15][CH2:16][CH2:17][CH2:18][CH2:19][O:12][CH2:11][CH2:10][CH2:9][C:6]1[CH:7]=[CH:8][C:3]([S:2][CH3:1])=[CH:4][CH:5]=1 |f:2.3|. Procedure: A mixture of 4-(methylthio)benzenepropanol (5.0 g), 1,6-dibromohexane (17.0 g), TAB (0.4 g) and aqueous sodium hydroxide (50% w/v, 20 ml) was stirred for 20 h, diluted with water (30 ml), and extracted with ether (2×100 ml). The dried extract was evaporated and the residue was purified by FCC eluting with cyclohexane followed by System A (19:1) to give the title compound as a colourless oil (7.0 g), T.l.c. (System A 9:1) Rf 0.5. Procedure: Benzyl bromide (21.9 g) and potassium carbonate (35.3 g) were added to a solution of ethyl 3-(4-hydroxyphenyl)lactate (22.4 g) in dimethylformnamide (220 ml). The mixture was stirred at 50° C. for 2 hours. The reaction mixture was partitioned between ethyl acetate and water. The ethyl acetate layer was separated and dried over magnesium sulfate and then concentrated under reduced pressure. The residue was purified via chromatography silica gel column using hexane/ethyl acetate=7/3 as the eluant ... Yield: 96.9%. The reactants are C(C1=CC=CC=C1)Br (Benzyl bromide), C([O-])([O-])=O.[K+].[K+] (potassium carbonate), OC1=CC=C(C=C1)CC(C(=O)OCC)O (ethyl 3-(4-hydroxyphenyl)lactate). Run at temperature 50 celsius, time 2 hour. As a reaction SMILES: [CH2:1](Br)[C:2]1[CH:7]=[CH:6][CH:5]=[CH:4][CH:3]=1.C(=O)([O-])[O-].[K+].[K+].[OH:15][C:16]1[CH:21]=[CH:20][C:19]([CH2:22][CH:23]([OH:29])[C:24]([O:26][CH2:27][CH3:28])=[O:25])=[CH:18][CH:17]=1>>[CH2:1]([O:15][C:16]1[CH:17]=[CH:18][C:19]([CH2:22][CH:23]([OH:29])[C:24]([O:26][CH2:27][CH3:28])=[O:25])=[CH:20][CH:21]=1)[C:2]1[CH:7]=[CH:6][CH:5]=[CH:4][CH:3]=1 |f:1.2.3|. The product is C(C1=CC=CC=C1)OC1=CC=C(C=C1)CC(C(=O)OCC)O (Ethyl 3-(4-benzyloxyphenyl)lactate). Reactants: N(C(=O)N)C[C@H]1C[C@H](OCC2=CC=CC=C2)[C@H](O1)COCC1=CC=CC=C1 (1-ureido-2,5-anhydro-4,6-di-O-benzyl-1,3-dideoxy-D-allitol), N1=CC=CC=C1 (pyridine), CC(C(=O)Cl)=COC (2-methyl-3-methoxypropenoyl chloride), aqueous solution, P(=O)([O-])(O)O.[K+] (monopotassium phosphate). The solvent is C(Cl)Cl (methylene chloride). Reaction conditions: time 8 hour. Product: CC(C(=O)N(C(=O)N)C[C@H]1C[C@H](OCC2=CC=CC=C2)[C@H](O1)COCC1=CC=CC=C1)=COC (1-[N-(2-methyl-3-methoxypropenoyl)ureido]-2,5-anhydro-4,6-di-O-benzyl-1,3-dideoxy-D-allitol). Isolated yield 79.1%. RXN SMILES: [NH:1]([CH2:5][C@@H:6]1[O:18][C@H:17]([CH2:19][O:20][CH2:21][C:22]2[CH:27]=[CH:26][CH:25]=[CH:24][CH:23]=2)[C@@H:8]([O:9][CH2:10][C:11]2[CH:16]=[CH:15][CH:14]=[CH:13][CH:12]=2)[CH2:7]1)[C:2]([NH2:4])=[O:3].N1C=CC=CC=1.[CH3:34][C:35](=[CH:39][O:40][CH3:41])[C:36](Cl)=[O:37].P(O)(O)([O-])=O.[K+]>C(Cl)Cl>[CH3:34][C:35](=[CH:39][O:40][CH3:41])[C:36]([N:1]([CH2:5][C@@H:6]1[O:18][C@H:17]([CH2:19][O:20][CH2:21][C:22]2[CH:23]=[CH:24][CH:25]=[CH:26][CH:27]=2)[C@@H:8]([O:9][CH2:10][C:11]2[CH:16]=[CH:15][CH:14]=[CH:13][CH:12]=2)[CH2:7]1)[C:2]([NH2:4])=[O:3])=[O:37] |f:3.4|. Procedure details: In 32.2 ml of methylene chloride was dissolved 2.3 g of 1-ureido-2,5-anhydro-4,6-di-O-benzyl-1,3-dideoxy-D-allitol followed by addit ion of 9.2 ml of pyridine. Then, 1.67 g of 2-methyl-3-methoxypropenoyl chloride was added and the mixture was stirred at room temperature overnight. This reaction mixture was poured in 5% aqueous solution of monopotassium phosphate followed by extraction with ethyl acetate. The organic layer was washed with 5% aqueous monopotassium phosphate solut ion thrice, satur...